From a dataset of the Open Reaction Database (ORD), a public repository of structured organic reaction records. describe an organic reaction: reactants, conditions, products, and yield Starting materials: BrC=1C=C2C(C(NC(C2=CC1)=O)=O)=COC (6-Bromo-4-methoxymethylene-4H-isoquinoline-1,3-dione), NCCCCO (4-amino-butan-1-ol). The solvent is CN(C=O)C (N,N-dimethylformamide). Run at temperature 0 celsius. The product is BrC=1C=C2/C(/C(NC(C2=CC1)=O)=O)=C/NCCCCO ((4Z)-6-Bromo-4-{[(4-hydroxybutyl)amino]methylene}isoquinoline-1,3(2H,4H)-dione). Isolated yield 64.6%. RXN SMILES: [Br:1][C:2]1[CH:3]=[C:4]2[C:9](=[CH:10][CH:11]=1)[C:8](=[O:12])[NH:7][C:6](=[O:13])[C:5]2=[CH:14]OC.[NH2:17][CH2:18][CH2:19][CH2:20][CH2:21][OH:22]>CN(C)C=O>[Br:1][C:2]1[CH:3]=[C:4]2[C:9](=[CH:10][CH:11]=1)[C:8](=[O:12])[NH:7][C:6](=[O:13])/[C:5]/2=[CH:14]\[NH:17][CH2:18][CH2:19][CH2:20][CH2:21][OH:22]. Reported procedure: 6-Bromo-4-methoxymethylene-4H-isoquinoline-1,3-dione (250 mg, 0.89 mmol), and 4-amino-butan-1-ol (79 mg, 0.89 mmol) in N,N-dimethylformamide (DMF) (5 mL) is stirred at 25° C. for 3 days. A precipitate formed. The reaction mixture is cooled to 0° C. The precipitate is filtered and dried in vacuo to give 195 mg (64.5%) of the title compound as a tan powder. HRMS (ESI) m/z calcd for C14H15BrN2O3 (M+H)+1 339.03389. found: 339.03308. Reactants: Cl (hydrogen chloride), C(C)(=O)C=1C(=C(C2=C(C(C=C(S2)C(=O)OCC)=O)C1)CCC)O (Ethyl 6-Acetyl-7-hydroxy-4-oxo-8-propyl-4H-1-benzothiopyran-2-carboxylate), C(C(=O)OCC)(=O)OCC (diethyl oxalate), CCOCC (ether). Solvent: C(C)O (ethanol), CN(C=O)C (dimethylformamide), O (water). The product is O=C1C=C(OC2=C1C=C1C(=C2CCC)SC(=CC1=O)C(=O)OCC)C(=O)OCC (Diethyl 4,6-dioxo-10-propyl-4H,6H-thiopyrano[3,2-g]-1-benzopyran-2,8-dicarboxylate). Reaction SMILES: [C:1]([C:4]1[C:5]([OH:23])=[C:6]([CH2:20][CH2:21][CH3:22])[C:7]2[S:12][C:11]([C:13]([O:15][CH2:16][CH3:17])=[O:14])=[CH:10][C:9](=[O:18])[C:8]=2[CH:19]=1)(=[O:3])[CH3:2].[C:24](OCC)(=O)[C:25]([O:27][CH2:28][CH3:29])=[O:26].CCOCC.Cl>CN(C)C=O.O.C(O)C>[O:3]=[C:1]1[C:4]2[CH:19]=[C:8]3[C:9](=[O:18])[CH:10]=[C:11]([C:13]([O:15][CH2:16][CH3:17])=[O:14])[S:12][C:7]3=[C:6]([CH2:20][CH2:21][CH3:22])[C:5]=2[O:23][C:24]([C:25]([O:27][CH2:28][CH3:29])=[O:26])=[CH:2]1. Procedure: The product of step (f) (7.5 g) and diethyl oxalate (24.4 mls) in dry dimethylformamide (200 mls) were added to ether washed 50% sodium hydride (4.3 g) in dry dimethylformamide (250 mls) with stirring under nitrogen. The whole was stirred for a further 24 hours after addition, then poured into ice/water and extracted into ethyl acetate which was dried, filtered and the solvent evaporated to afford a red solid. This was added to ethanol (100 mls) previously saturated with hydrogen chloride gas an... The reactants are C(=O)=O (dry ice), BrC1=CSC=C1Br (3,4-dibromothiophene), [Li]C(C)(C)C (t-BuLi). The solvent is CCOCC (ether), CCOCC (ether), CCCCC (pentane). Reaction conditions: temperature -78 celsius, time 0.5 hour. Yields the product BrC=1C(=CSC1)C(=O)O (4-bromo-3-thiophenecarboxylic acid). Yield: 70.3%. RXN SMILES: Br[C:2]1[C:6]([Br:7])=[CH:5][S:4][CH:3]=1.[Li]C(C)(C)C.[C:13](=[O:15])=[O:14]>CCOCC.CCCCC>[Br:7][C:6]1[C:2]([C:13]([OH:15])=[O:14])=[CH:3][S:4][CH:5]=1. Procedure: To a solution of 3,4-dibromothiophene (15 g, 62 mmol) in 80 mL ether under a positive nitrogen atmosphere was added dropwise 75 mL 1.7M t-BuLi in pentane at below -73° C. and the resulting reaction solution was stirred at -78° C. for 0.5 h. After that, the ether solution was poured into dry ice and extracted with water. The aq solution was washed with ether and then acidified with concentrated HCl. The solid was filtered and air-dried to give 9 g of 4-bromo-3-thiophenecarboxylic acid, yield 70.3... Reactants: OCC=1C=C(C=CC1)CC(C(=O)OCC)OC(C)C (ethyl 3-[3-(hydroxymethyl)phenyl]-2-isopropoxypropanoate), FC(C1=CC(=CC=C1)N=C=O)(F)F (α,α,α-trifluoro-m-tolylisocyanate). The product is C(C)(C)OC(C(=O)O)CC1=CC(=CC=C1)COC(=O)NC1=CC(=CC=C1)C(F)(F)F (2-Isopropoxy-3-{3-[({[3-(trifluoromethyl)anilino]carbonyl}-oxy)methyl]phenyl}propanoic acid). Reaction SMILES: [OH:1][CH2:2][C:3]1[CH:4]=[C:5]([CH2:9][CH:10]([O:16][CH:17]([CH3:19])[CH3:18])[C:11]([O:13]CC)=[O:12])[CH:6]=[CH:7][CH:8]=1.[F:20][C:21]([F:32])([F:31])[C:22]1[CH:27]=[CH:26][CH:25]=[C:24]([N:28]=[C:29]=[O:30])[CH:23]=1>>[CH:17]([O:16][CH:10]([CH2:9][C:5]1[CH:6]=[CH:7][CH:8]=[C:3]([CH2:2][O:1][C:29]([NH:28][C:24]2[CH:25]=[CH:26][CH:27]=[C:22]([C:21]([F:20])([F:31])[F:32])[CH:23]=2)=[O:30])[CH:4]=1)[C:11]([OH:13])=[O:12])([CH3:18])[CH3:19]. Procedure: Using ethyl 3-[3-(hydroxymethyl)phenyl]-2-isopropoxypropanoate and α,α,α-trifluoro-m-tolylisocyanate, the title compound was obtained in the same manner as described in Example 148. Starting materials: C1COCCN1, ClCCl, O=C(CBr)c1ccc(-c2ccccc2)cc1. Product: O=C(CN1CCOCC1)c1ccc(-c2ccccc2)cc1. As a reaction SMILES: [CH2:1]1[CH2:2][O:3][CH2:4][CH2:5][NH:6]1.[Cl:23][CH2:24][Cl:25].[c:7]1(-[c:17]2[cH:18][cH:19][cH:20][cH:21][cH:22]2)[cH:8][cH:9][c:10]([C:13]([CH2:14][Br:15])=[O:16])[cH:11][cH:12]1>>[CH2:1]1[CH2:2][O:3][CH2:4][CH2:5][N:6]1[CH2:14][C:13]([c:10]1[cH:9][cH:8][c:7](-[c:17]2[cH:18][cH:19][cH:20][cH:21][cH:22]2)[cH:12][cH:11]1)=[O:16]. Reactants: C(C)OC(C(CC1=C(C=NC=C1)[N+](=O)[O-])=O)=O (3-(3-nitropyridin-4-yl)-2-oxopropionic acid ethyl ester), [Cl-].[NH4+] (ammonium chloride). Reagents/catalysts: [Fe] (iron). Run in C(C)O (ethanol), C1CCOC1 (THF). The product is C(C)OC(=O)C1=CC=2C(=CN=CC2)N1 (1H-Pyrrolo[2,3-c]pyridine-2-carboxylic acid ethyl ester). Reaction SMILES: [CH2:1]([O:3][C:4](=[O:17])[C:5](=O)[CH2:6][C:7]1[CH:12]=[CH:11][N:10]=[CH:9][C:8]=1[N+:13]([O-])=O)[CH3:2].[Cl-].[NH4+]>C(O)C.C1COCC1.[Fe]>[CH2:1]([O:3][C:4]([C:5]1[NH:13][C:8]2=[CH:9][N:10]=[CH:11][CH:12]=[C:7]2[CH:6]=1)=[O:17])[CH3:2] |f:1.2|. Reported procedure: To a solution of 3-(3-nitropyridin-4-yl)-2-oxopropionic acid ethyl ester (Preparation 13, 500 mg, 2.1 mmol) in ethanol (20 mL) and THF (10 mL) was added saturated ammonium chloride solution (10 mL) and iron powder (700 mg, 12.6 mmol). The reaction was heated under reflux for 1 h, then filtered through celite and washed through with hot ethyl acetate (3×30 mL). The combined organic fractions were washed with brine (20 mL), dried (MgSO4) and concentrated in vacuo to give the title compound as a br... The reactants are [H-].[Na+] (NaH), C(C1=CC=CC=C1)Br (benzyl bromide), BrC1=NNC(C2=CC=CC=C12)=O (4-Bromo-2H-phthalazin-1-one). The solvent is CN(C=O)C (DMF), CN(C=O)C (DMF), CN(C=O)C (dimethylformamide). Run at time 30 minute. Yields the product C(C1=CC=CC=C1)N1C(C2=CC=CC=C2C(=N1)Br)=O (2-Benzyl-4-bromo-2H-phthalazin-1-one). Yield: 56.3%. Reaction SMILES: [Br:1][C:2]1[C:11]2[C:6](=[CH:7][CH:8]=[CH:9][CH:10]=2)[C:5](=[O:12])[NH:4][N:3]=1.[H-].[Na+].[CH2:15](Br)[C:16]1[CH:21]=[CH:20][CH:19]=[CH:18][CH:17]=1>CN(C)C=O>[CH2:15]([N:4]1[N:3]=[C:2]([Br:1])[C:11]2[C:6](=[CH:7][CH:8]=[CH:9][CH:10]=2)[C:5]1=[O:12])[C:16]1[CH:21]=[CH:20][CH:19]=[CH:18][CH:17]=1 |f:1.2|. Procedure details: 4-Bromo-2H-phthalazin-1-one (10.38 g, 46 mmol) was dissolved in dimethylformamide (DMF) (60 ml). To this was added NaH (60%, 1.55 g, 46.2 mmol) as a DMF suspension (20 ml). The mixture was stirred at room temperature for 30 mins then benzyl bromide (13.82 g, 50.8 mmol) was added in one portion as a solution in DMF (20 ml). The reaction mixture was stirred for 2 hours then the DMF was removed under reduced pressure and the resulting crude material purified by column chromatography (gradient eluti... The reactants are COC=1C=C(C=CC1)C1NCCC1 (2-(3-methoxyphenyl)pyrrolidine), [H-].[Na+] (sodium hydride), Cl.N1=CC=C(C=C1)CCl (4-picolyl chloride hydrochloride). The solvent is O (water), C(C)(=O)OCC (ethyl acetate), ClCCl (dichloromethane). Run at time 15 hour. Product: COC=1C=C(C=CC1)C1N(CCC1)CC1=CC=NC=C1 (2-(3-methoxyphenyl)-1-(4-pyridinylmethyl)pyrrolidine). The yield is 69.5%. RXN SMILES: [CH3:1][O:2][C:3]1[CH:4]=[C:5]([CH:9]2[CH2:13][CH2:12][CH2:11][NH:10]2)[CH:6]=[CH:7][CH:8]=1.[H-].[Na+].Cl.[N:17]1[CH:22]=[CH:21][C:20]([CH2:23]Cl)=[CH:19][CH:18]=1>ClCCl.O.C(OCC)(=O)C>[CH3:1][O:2][C:3]1[CH:4]=[C:5]([CH:9]2[CH2:13][CH2:12][CH2:11][N:10]2[CH2:23][C:20]2[CH:21]=[CH:22][N:17]=[CH:18][CH:19]=2)[CH:6]=[CH:7][CH:8]=1 |f:1.2,3.4|. Procedure details: To a stirred solution of 2-(3-methoxyphenyl)pyrrolidine (5.42 g) in dry dichloromethane (153 ml) was added sodium hydride (97%, 1.69 g) followed by 4-picolyl chloride hydrochloride (5.26 g), under nitrogen, at 0° C. The reaction mixture was stirred for 15 hrs at ambient temperature and diluted with water and ethyl acetate. The layers were separated, and the aqueous phase was extracted with ethyl acetate (4 times). The combined organic extracts were washed with brine, dried over anhydrous magnesi... Starting materials: ClC1=CC=C(C=C1)C1=N[C@H](C=2N(C3=C1C(=C(S3)C(=O)O)C)C(=NN2)C)CC(=O)OC ((S)-4-(4-chlorophenyl)-6-methoxycarbonylmethyl-3,9-dimethyl-6H-thieno[3,2-f][1,2,4]triazolo[4,3-a][1,4]diazepin-2-carboxylic acid), O (water). Reagents/catalysts: [Cu] (copper). The solvent is N1=CC=CC2=CC=CC=C12 (quinoline). Yields the product ClC1=CC=C(C=C1)C1=N[C@H](C=2N(C3=C1C(=CS3)C)C(=NN2)C)CC(=O)OC (methyl (S)-{4-(4-chlorophenyl)-3,9-dimethyl-6H-thieno[3,2-f][1,2,4]triazolo[4,3-a][1,4]diazepin-6-yl}acetate). Yield: 25.3%. Reaction SMILES: [Cl:1][C:2]1[CH:7]=[CH:6][C:5]([C:8]2[C:14]3[C:15]([CH3:21])=[C:16](C(O)=O)[S:17][C:13]=3[N:12]3[C:22]([CH3:25])=[N:23][N:24]=[C:11]3[C@H:10]([CH2:26][C:27]([O:29][CH3:30])=[O:28])[N:9]=2)=[CH:4][CH:3]=1.O>N1C2C(=CC=CC=2)C=CC=1.[Cu]>[Cl:1][C:2]1[CH:7]=[CH:6][C:5]([C:8]2[C:14]3[C:15]([CH3:21])=[CH:16][S:17][C:13]=3[N:12]3[C:22]([CH3:25])=[N:23][N:24]=[C:11]3[C@H:10]([CH2:26][C:27]([O:29][CH3:30])=[O:28])[N:9]=2)=[CH:4][CH:3]=1. Reported procedure: The compound (37.36 g) described in Example 1 and concentrated sulfuric acid (48.3 mL) were dissolved in acetic acid (32 mL). Acetic anhydride (189 mL) and manganese acetate (III) dihydrate (50.00 g) were successively added, and the mixture was stirred at room temperature for 1 hr. After completion of the reaction, water was added, and the mixture was extracted with ethyl acetate, and washed with 3N aqueous sodium hydroxide solution until the aqueous layer became pH 8. The organic layer was wash...